From a dataset of the Open Reaction Database (ORD), a public repository of structured organic reaction records. describe an organic reaction: reactants, conditions, products, and yield Reactants: Cl (HCl), [OH-].[Na+] (NaOH), NC1=CC(=C(C(=C1)F)CC(=O)O)F (4-amino-2,6-difluorophenylacetic acid), ferrous sulphate, [N+](=O)([O-])C1=CC=CC=C1 (nitrobenzene), OS(=O)(=O)O (H2SO4). The solvent is CO (methanol), OCC(O)CO (glycerol). Reaction conditions: temperature 150 celsius. Product: FC1=C2C=CC=NC2=CC(=C1CC(=O)O)F (2-(5,7-difluoroquinolin-6-yl)acetic acid). Yield: 43.7%. Reaction SMILES: [NH2:1][C:2]1[CH:7]=[C:6]([F:8])[C:5]([CH2:9][C:10]([OH:12])=[O:11])=[C:4]([F:13])[CH:3]=1.[N+]([C:17]1[CH:22]=CC=C[CH:18]=1)([O-])=O.OS(O)(=O)=O.[OH-].[Na+].Cl>OCC(CO)O.CO>[F:13][C:4]1[C:5]([CH2:9][C:10]([OH:12])=[O:11])=[C:6]([F:8])[CH:7]=[C:2]2[C:3]=1[CH:18]=[CH:17][CH:22]=[N:1]2 |f:3.4|. Procedure: A mixture of 4-amino-2,6-difluorophenylacetic acid (3.2 g, 17.1 mmol), ferrous sulphate (1.04 g, 3.76 mmol), nitrobenzene (1.05 ml, 10.26 mmol) and conc. H2SO4 in glycerol (5.2 ml) was heated at 150° C. for 16 h. The mixture was cooled to RT, methanol (28 ml) was added followed by aq. 6N NaOH (28 ml) and heated at 110° C. for 3 h. After cooling to RT, the mixture was acidified with conc. HCl to pH 3.0. The precipitate formed was filtered, washed with water and dried under vacuum. The precipitate...